Dataset: the Open Reaction Database (ORD), a public repository of structured organic reaction records. Task: describe an organic reaction: reactants, conditions, products, and yield Reactants: C(C)(C)OC(=O)N1CCC(CC1)ON=C1CCN(CC1)C1=NC=C(C=C1F)C=O (4-(3′-Fluoro-5′-formyl-2,3,5,6-tetrahydro-[1,2]bipyridinyl-4-ylideneaminooxy)-piperidine-1-carboxylic acid isopropyl ester), [BH4-].[Na+] (NaBH4), C(=O)(O)[O-].[Na+] (NaHCO3). Run in CO (methanol). Run at time 2 hour. Yields the product C(C)(C)OC(=O)N1CCC(CC1)ON=C1CCN(CC1)C1=NC=C(C=C1F)CO (4-(3′-Fluoro-5′-hydroxymethyl-2,3,5,6-tetrahydro-[1,2′]bipyridinyl-4-ylideneaminooxy)-piperidine-1-carboxylic acid isopropyl ester). The yield is 44.0%. Reaction SMILES: [CH:1]([O:4][C:5]([N:7]1[CH2:12][CH2:11][CH:10]([O:13][N:14]=[C:15]2[CH2:20][CH2:19][N:18]([C:21]3[C:26]([F:27])=[CH:25][C:24]([CH:28]=[O:29])=[CH:23][N:22]=3)[CH2:17][CH2:16]2)[CH2:9][CH2:8]1)=[O:6])([CH3:3])[CH3:2].[BH4-].[Na+].C([O-])(O)=O.[Na+]>CO>[CH:1]([O:4][C:5]([N:7]1[CH2:12][CH2:11][CH:10]([O:13][N:14]=[C:15]2[CH2:16][CH2:17][N:18]([C:21]3[C:26]([F:27])=[CH:25][C:24]([CH2:28][OH:29])=[CH:23][N:22]=3)[CH2:19][CH2:20]2)[CH2:9][CH2:8]1)=[O:6])([CH3:3])[CH3:2] |f:1.2,3.4|. Procedure details: The crude 53b was taken up with methanol (10 mL), cooled in an ice bath and treated with NaBH4 (0.52 g, 13.7 mmol). The mixture was stirred for 2 h and treated with aqueous NaHCO3 (10 mL). The mixture was extracted with 40 mL of ethyl acetate, washed with brine (3×30 mL) and concentrated under vacuum. The residue was purified by flash chromatography (eluent: 20 to 70% ethyl acetate+0.1% triethylamine in hexane) to afford 296 mg (44% yield) of 53-1: LC-MS 409.2 (MH+), tR=5.59 (Method 2). EC50: 22...